This data is from the Open Reaction Database (ORD), a public repository of structured organic reaction records. The task is: describe an organic reaction: reactants, conditions, products, and yield Reactants: S(O)(O)(=O)=O (sulfuric acid), FC1(CCN(C2=C(C1=O)C=CC=C2)S(=O)(=O)C2=CC=C(C)C=C2)F (4,4-Difluoro-1-tosyl-2,3,4,5-tetrahydro-1H-1-benzazepin-5-one), [OH-].[K+] (potassium hydroxide). Conditions: temperature 60 celsius. As a reaction SMILES: [F:1][C:2]1([F:24])[C:8](=[O:9])[C:7]2[CH:10]=[CH:11][CH:12]=[CH:13][C:6]=2[N:5](S(C2C=CC(C)=CC=2)(=O)=O)[CH2:4][CH2:3]1.S(=O)(=O)(O)O.[OH-].[K+]>C(O)(=O)C>[F:24][C:2]1([F:1])[C:8](=[O:9])[C:7]2[CH:10]=[CH:11][CH:12]=[CH:13][C:6]=2[NH:5][CH2:4][CH2:3]1 |f:2.3|. Solvent: C(C)(=O)O (acetic acid). Reported procedure: 4,4-Difluoro-1-tosyl-2,3,4,5-tetrahydro-1H-1-benzazepin-5-one (3.00 g) was dissolved in 14 ml of acetic acid, 7 ml of concentrated sulfuric acid was added to the solution and then the resulting mixture was heated at 60° C. for 10 hours. The reaction solution was ice-cooled, adjusted to a basic range with potassium hydroxide and extracted three times with ethyl acetate, and the resulting organic layer was dried over anhydrous potassium carbonate. By evaporating the reaction solvent, 4,4-difluoro-... The product is FC1(CCNC2=C(C1=O)C=CC=C2)F (4,4-difluoro-2,3,4,5-tetrahydro-1H-1-benzazepin-5-one).